This data is from the Open Reaction Database (ORD), a public repository of structured organic reaction records. The task is: describe an organic reaction: reactants, conditions, products, and yield Reactants: COC(=O)C(Cc1ccc(OCCn2c(=O)sc3cc(C(=O)c4ccccc4)ccc32)cc1)NC(C)=O, CON. Yields the product CON=C(c1ccccc1)c1ccc2c(c1)sc(=O)n2CCOc1ccc(CC(NC(C)=O)C(=O)OC)cc1. RXN SMILES: [C:1]([CH3:2])(=[O:3])[NH:4][CH:5]([C:6](=[O:7])[O:8][CH3:9])[CH2:10][c:11]1[cH:12][cH:13][c:14]([O:17][CH2:18][CH2:19][n:20]2[c:21](=[O:37])[s:22][c:23]3[c:24]2[cH:25][cH:26][c:27]([C:29]([c:30]2[cH:31][cH:32][cH:33][cH:34][cH:35]2)=[O:36])[cH:28]3)[cH:15][cH:16]1.[CH3:38][O:39][NH2:40]>>[C:1]([CH3:2])(=[O:3])[NH:4][CH:5]([C:6](=[O:7])[O:8][CH3:9])[CH2:10][c:11]1[cH:12][cH:13][c:14]([O:17][CH2:18][CH2:19][n:20]2[c:21](=[O:37])[s:22][c:23]3[c:24]2[cH:25][cH:26][c:27]([C:29]([c:30]2[cH:31][cH:32][cH:33][cH:34][cH:35]2)=[N:40][O:39][CH3:38])[cH:28]3)[cH:15][cH:16]1. Reactants: BrCC1=C(C(=O)OC)C=CN=C1Cl (methyl 3-(bromomethyl)-2-chloroisonicotinate), Cl.FC=1C=C(C=NC1OCC(F)(F)F)C(C)N (1-(5-fluoro-6-(2,2,2-trifluoroethoxy)pyridin-3-yl)ethanamine hydrochloride). Product: ClC1=NC=CC2=C1CN(C2=O)C(C)C=2C=NC(=C(C2)F)OCC(F)(F)F (4-chloro-2-(1-(5-fluoro-6-(2,2,2-trifluoroethoxy)pyridin-3-yl)ethyl)-2,3-dihydro-1H-pyrrolo[3,4-c]pyridin-1-one). Yield: 47.0%. RXN SMILES: Br[CH2:2][C:3]1[C:12]([Cl:13])=[N:11][CH:10]=[CH:9][C:4]=1[C:5]([O:7]C)=O.Cl.[F:15][C:16]1[CH:17]=[C:18]([CH:28]([NH2:30])[CH3:29])[CH:19]=[N:20][C:21]=1[O:22][CH2:23][C:24]([F:27])([F:26])[F:25]>>[Cl:13][C:12]1[C:3]2[CH2:2][N:30]([CH:28]([C:18]3[CH:19]=[N:20][C:21]([O:22][CH2:23][C:24]([F:26])([F:27])[F:25])=[C:16]([F:15])[CH:17]=3)[CH3:29])[C:5](=[O:7])[C:4]=2[CH:9]=[CH:10][N:11]=1 |f:1.2|. Procedure: The title compound is prepared in 47% yield (104 mg, colorless amorphous solid) from methyl 3-(bromomethyl)-2-chloroisonicotinate (150 mg, 0.57 mmol) and 1-(5-fluoro-6-(2,2,2-trifluoroethoxy)pyridin-3-yl)ethanamine hydrochloride (156 mg, 0.57 mmol, Amine-7, single enantiomer) in a similar manner to Intermediate-2. The reactants are C(C)(C)(C)C1=CC=CC=2CC(OC21)CN ((±)-1-(7-tert-butyl-2,3-dihydro-1-benzofuran-2-yl)methanamine), Intermediate 12, C(C)(C)N(CC)C(C)C (diisopropylethylamine), ClC(=O)OCC1=CC=CC=C1 (benzyl chloroformate). Product: C(C1=CC=CC=C1)OC(NCC1OC2=C(C1)C=CC=C2C(C)(C)C)=O ((±)-benzyl(7-tert-butyl-2,3-dihydro-1-benzofuran-2-yl)methylcarbamate). Isolated yield 96.1%. RXN SMILES: [C:1]([C:5]1[C:13]2[O:12][CH:11]([CH2:14][NH2:15])[CH2:10][C:9]=2[CH:8]=[CH:7][CH:6]=1)([CH3:4])([CH3:3])[CH3:2].C(N(C(C)C)CC)(C)C.Cl[C:26]([O:28][CH2:29][C:30]1[CH:35]=[CH:34][CH:33]=[CH:32][CH:31]=1)=[O:27]>>[CH2:29]([O:28][C:26](=[O:27])[NH:15][CH2:14][CH:11]1[CH2:10][C:9]2[CH:8]=[CH:7][CH:6]=[C:5]([C:1]([CH3:4])([CH3:2])[CH3:3])[C:13]=2[O:12]1)[C:30]1[CH:35]=[CH:34][CH:33]=[CH:32][CH:31]=1. Reported procedure: Treatment of (±)-1-(7-tert-butyl-2,3-dihydro-1-benzofuran-2-yl)methanamine (3.25 g, 13.4 mmol) with diisopropylethylamine (4.34 g, 33.6 mmol) and benzyl chloroformate (2.64 g, 15.5 mmol) generally according to the procedure described for Intermediate 12 gave 4.37 g (96%) of (±)-benzyl(7-tert-butyl-2,3-dihydro-1-benzofuran-2-yl)methylcarbamate as a white solid. mp 73-76° C.; Anal. Calcd. for C21H25NO3 C, 74.31; H, 7.42; N, 4.13. Found C, 74.95; H, 7.51; N, 4.18. Chiral HPLC separation of (±)-benz... Starting materials: ClC1=CC=C(C(=O)C2=C(C=C(N2C)CC2=NC=C(C=C2)N)C)C=C1 (N-{2-[5-(4-Chlorobenzoyl)-1,4-dimethyl-1H-pyrrol-2-ylmethyl]pyridin-5-yl}amine), CN=C=S (methylisothiocyanate). The solvent is C1CCOC1 (THF), C(C)(=O)OCC (ethyl acetate). Conditions: temperature 60 celsius, time 8 hour. The product is ClC1=CC=C(C(=O)C2=C(C=C(N2C)CC2=NC=C(C=C2)NC(=S)NC)C)C=C1 (1-{2-[5-(4-chlorobenzoyl)-1,4-dimethyl-1H-pyrrol-2-ylmethyl]pyridin-5-yl}-3-methyl-2-thiourea). The yield is 72.9%. As a reaction SMILES: [Cl:1][C:2]1[CH:24]=[CH:23][C:5]([C:6]([C:8]2[N:12]([CH3:13])[C:11]([CH2:14][C:15]3[CH:20]=[CH:19][C:18]([NH2:21])=[CH:17][N:16]=3)=[CH:10][C:9]=2[CH3:22])=[O:7])=[CH:4][CH:3]=1.[CH3:25][N:26]=[C:27]=[S:28]>C1COCC1.C(OCC)(=O)C>[Cl:1][C:2]1[CH:3]=[CH:4][C:5]([C:6]([C:8]2[N:12]([CH3:13])[C:11]([CH2:14][C:15]3[CH:20]=[CH:19][C:18]([NH:21][C:27]([NH:26][CH3:25])=[S:28])=[CH:17][N:16]=3)=[CH:10][C:9]=2[CH3:22])=[O:7])=[CH:23][CH:24]=1. Procedure details: N-{2-[5-(4-Chlorobenzoyl)-1,4-dimethyl-1H-pyrrol-2-ylmethyl]pyridin-5-yl}amine (0.3 g, 0.88 mmol) and methylisothiocyanate (0.3 ml, 4.4 mmol) were dissolved in THF and the reaction mixture was stirred at 60° C. overnight. The mixture was diluted with ethyl acetate and washed with 1N HCl, 10% sodium bicarbonate, water, and brine. The solvents were removed in vacuo and the crude product was purified by flash chromatography (ethyl acetate-methanol, 97:3) to give 1-{2-[5-(4-chlorobenzoyl)-1,4-dimeth... Starting materials: CS(C)=O, N#Cc1cnc(Cl)s1, [H-], Nc1cc(N2CCN(CCN3CCCC3)CC2)ncn1, [Na+]. Product: N#Cc1cnc(Nc2cc(N3CCN(CCN4CCCC4)CC3)ncn2)s1. As a reaction SMILES: [CH3:31][S:32]([CH3:33])=[O:34].[Cl:23][c:24]1[s:25][c:26]([C:29]#[N:30])[cH:27][n:28]1.[H-:21].[N:1]1([CH2:6][CH2:7][N:8]2[CH2:9][CH2:10][N:11]([c:14]3[cH:15][c:16]([NH2:20])[n:17][cH:18][n:19]3)[CH2:12][CH2:13]2)[CH2:2][CH2:3][CH2:4][CH2:5]1.[Na+:22]>>[N:1]1([CH2:6][CH2:7][N:8]2[CH2:9][CH2:10][N:11]([c:14]3[cH:15][c:16]([NH:20][c:24]4[s:25][c:26]([C:29]#[N:30])[cH:27][n:28]4)[n:17][cH:18][n:19]3)[CH2:12][CH2:13]2)[CH2:2][CH2:3][CH2:4][CH2:5]1. Starting materials: CCOC(=O)C(C)(Cc1ccc(OCCNC(=O)c2ccc(OCC(F)(F)C(F)F)nc2)cc1)Oc1ccc(C(C)C)cc1, [Na+], [OH-]. The product is CC(C)c1ccc(OC(C)(Cc2ccc(OCCNC(=O)c3ccc(OCC(F)(F)C(F)F)nc3)cc2)C(=O)O)cc1. As a reaction SMILES: [F:1][C:2]([CH2:3][O:4][c:5]1[n:6][cH:7][c:8]([C:11](=[O:12])[NH:13][CH2:14][CH2:15][O:16][c:17]2[cH:18][cH:19][c:20]([CH2:23][C:24]([C:25](=[O:26])[O:27][CH2:28][CH3:29])([CH3:30])[O:31][c:32]3[cH:33][cH:34][c:35]([CH:38]([CH3:39])[CH3:40])[cH:36][cH:37]3)[cH:21][cH:22]2)[cH:9][cH:10]1)([CH:41]([F:42])[F:43])[F:44].[Na+:46].[OH-:45]>>[F:1][C:2]([CH2:3][O:4][c:5]1[n:6][cH:7][c:8]([C:11](=[O:12])[NH:13][CH2:14][CH2:15][O:16][c:17]2[cH:18][cH:19][c:20]([CH2:23][C:24]([C:25](=[O:26])[OH:27])([CH3:30])[O:31][c:32]3[cH:33][cH:34][c:35]([CH:38]([CH3:39])[CH3:40])[cH:36][cH:37]3)[cH:21][cH:22]2)[cH:9][cH:10]1)([CH:41]([F:42])[F:43])[F:44].